From a dataset of the Open Reaction Database (ORD), a public repository of structured organic reaction records. describe an organic reaction: reactants, conditions, products, and yield Starting materials: NC1[C@@H]2N(C(=C(CS2)CSC=2SC(=NN2)CNC(=O)OC(C)(C)C)C(=O)O)C1=O (7-amino-3-(5-t-butoxycarbonylaminomethyl-1,3,4-thiadiazol-2-ylthiomethyl)-3-cephem-4-carboxylic acid), C[Si](C)(C)CC(=O)N (trimethylsilylacetamide), C[Si](C)(C)C(C(=O)N)[Si](C)(C)C (bis(trimethylsilyl)acetamide), P(=O)(Cl)(Cl)Cl (phosphoryl chloride), C(=O)NC=1SC=C(N1)C(C(=O)O)=NOC (2-(2-formamidothiazol-4-yl)-2-methoxyiminoacetic acid). Solvent: C(C)(=O)OCC (ethyl acetate), CN(C=O)C (dimethylformamide). Yields the product C(=O)NC=1SC=C(N1)C(C(=O)NC1[C@@H]2N(C(=C(CS2)CSC=2SC(=NN2)CNC(=O)OC(C)(C)C)C(=O)O)C1=O)=NOC (7-[2-(2-formamidothiazol-4-yl)-2-methoxyiminoacetamido]-3-(5-t-butoxycarbonylaminomethyl-1,3,4-thiadiazol-2-ylthiomethyl)-3-cephem-4-carboxylic acid). Isolated yield 62.6%. Reaction SMILES: [NH2:1][CH:2]1[C:28](=[O:29])[N:4]2[C:5]([C:25]([OH:27])=[O:26])=[C:6]([CH2:9][S:10][C:11]3[S:12][C:13]([CH2:16][NH:17][C:18]([O:20][C:21]([CH3:24])([CH3:23])[CH3:22])=[O:19])=[N:14][N:15]=3)[CH2:7][S:8][C@H:3]12.C[Si](CC(N)=O)(C)C.C[Si](C([Si](C)(C)C)C(N)=O)(C)C.P(Cl)(Cl)(Cl)=O.[CH:55]([NH:57][C:58]1[S:59][CH:60]=[C:61]([C:63](=[N:67][O:68][CH3:69])[C:64](O)=[O:65])[N:62]=1)=[O:56]>C(OCC)(=O)C.CN(C)C=O>[CH:55]([NH:57][C:58]1[S:59][CH:60]=[C:61]([C:63](=[N:67][O:68][CH3:69])[C:64]([NH:1][CH:2]2[C:28](=[O:29])[N:4]3[C:5]([C:25]([OH:27])=[O:26])=[C:6]([CH2:9][S:10][C:11]4[S:12][C:13]([CH2:16][NH:17][C:18]([O:20][C:21]([CH3:24])([CH3:23])[CH3:22])=[O:19])=[N:14][N:15]=4)[CH2:7][S:8][C@H:3]23)=[O:65])[N:62]=1)=[O:56]. Procedure details: A solution of 7-amino-3-(5-t-butoxycarbonylaminomethyl-1,3,4-thiadiazol-2-ylthiomethyl)-3-cephem-4-carboxylic acid (4.6 g), trimethylsilylacetamide (7.86 g) and bis(trimethylsilyl)acetamide (4.0 g) in ethyl acetate (50 ml) and a solution of dimethylformamide (0.804 g), phosphoryl chloride (1.69 g) and 2-(2-formamidothiazol-4-yl)-2-methoxyiminoacetic acid (syn isomer, 12.3 g) were treated in a similar manner to that of Example 1-(1) to give 7-[2-(2-formamidothiazol-4-yl)-2-methoxyiminoacetamido]-...